Task: describe an organic reaction: reactants, conditions, products, and yield. Dataset: the Open Reaction Database (ORD), a public repository of structured organic reaction records Reactants: C1=COCCC1, ClCCl, CC(=O)[O-], CO, CCO, CCOC(C)=O, CN(C)S(=O)(=O)Cc1ccc(NN)cc1, [Na+], O. Product: CN(C)S(=O)(=O)Cc1ccc(NN=CCCCCO)cc1. Reaction SMILES: [CH2:21]1[CH2:22][O:23][CH:24]=[CH:25][CH2:26]1.[CH2:39]([Cl:40])[Cl:41].[CH3:17][C:18](=[O:19])[O-:20].[CH3:27][OH:28].[CH3:30][CH2:31][OH:32].[CH3:33][CH2:34][O:35][C:36](=[O:37])[CH3:38].[NH:1]([NH2:2])[c:3]1[cH:4][cH:5][c:6]([CH2:9][S:10](=[O:11])(=[O:12])[N:13]([CH3:14])[CH3:15])[cH:7][cH:8]1.[Na+:16].[OH2:29]>>[NH:1]([N:2]=[CH:24][CH2:25][CH2:26][CH2:21][CH2:22][OH:23])[c:3]1[cH:4][cH:5][c:6]([CH2:9][S:10](=[O:11])(=[O:12])[N:13]([CH3:14])[CH3:15])[cH:7][cH:8]1.